From a dataset of the Open Reaction Database (ORD), a public repository of structured organic reaction records. describe an organic reaction: reactants, conditions, products, and yield Starting materials: CNOC, O=C(Cl)c1cnc(Cl)c(Cl)c1, ClCCl, Cl, [K+], [K+], O=C([O-])[O-]. Reaction SMILES: [CH3:12][O:13][NH:14][CH3:15].[Cl:1][c:2]1[c:3]([Cl:11])[n:4][cH:5][c:6]([C:7](=[O:8])[Cl:9])[cH:10]1.[Cl:23][CH2:24][Cl:25].[ClH:16].[K+:17].[K+:18].[O-:19][C:20]([O-:21])=[O:22]>>[Cl:1][c:2]1[c:3]([Cl:11])[n:4][cH:5][c:6]([C:7](=[O:8])[N:14]([O:13][CH3:12])[CH3:15])[cH:10]1. The product is CON(C)C(=O)c1cnc(Cl)c(Cl)c1. Reactants: C(C(=C)C1=CC=CC=C1)(=O)OCC (ethyl atropate), C(\C=C\C)=O (crotonaldehyde), C(C)(=O)[O-].[Na+] (sodium acetate), CC(=O)OC(=O)C (acetanhydride). Reaction conditions: time 6 hour. Product: C(C)OC(=O)C1(C(C=CCC1)OC(C)=O)C1=CC=CC=C1 (1-Phenyl-2-acetoxy-cyclohex-3-ene-1-carboxylic-acid-ethyl-ester). Reaction SMILES: [C:1]([O:11][CH2:12][CH3:13])(=[O:10])[C:2]([C:4]1[CH:9]=[CH:8][CH:7]=[CH:6][CH:5]=1)=[CH2:3].[CH:14](=O)/[CH:15]=[CH:16]/[CH3:17].[C:19]([O-:22])(=[O:21])[CH3:20].[Na+].CC(OC(C)=O)=O>>[CH2:12]([O:11][C:1]([C:2]1([C:4]2[CH:5]=[CH:6][CH:7]=[CH:8][CH:9]=2)[CH2:17][CH2:16][CH:15]=[CH:14][CH:3]1[O:22][C:19](=[O:21])[CH3:20])=[O:10])[CH3:13] |f:2.3|. Reported procedure: 1 mole (170 g) of ethyl atropate, 210 g of crotonaldehyde, 150 g of anhydrous sodium acetate and 0.6 of acetanhydride are heated to boiling for 6 h. while stirring. Subsequently the main amount of the liquid phase is distilled off under vacuum, and the residue is extracted with 1 liter of hot ligroin. The residue of the ligroin phase is distilled. The product -- although being pure according to gas chromatography -- distills in a wide boiling range: b.p. °, 1 130°-165° C. Yield: 105 g. It crysta... Reactants: C(C(=C)CC(=O)OC)(=O)OC (dimethyl itaconate), C[O-].[Na+] (sodium methoxide), C(C)(=O)O (acetic acid). Solvent: CO (methanol). Conditions: time 4 day. Yields the product COCC(C(=O)OC)CC(=O)OC (dimethyl 2-methoxymethylsuccinate). Isolated yield 80.3%. Reaction SMILES: [C:1]([O:10][CH3:11])(=[O:9])[C:2]([CH2:4][C:5]([O:7][CH3:8])=[O:6])=[CH2:3].C[O-].[Na+].[C:15](O)(=[O:17])C>CO>[CH3:15][O:17][CH2:3][CH:2]([CH2:4][C:5]([O:7][CH3:8])=[O:6])[C:1]([O:10][CH3:11])=[O:9] |f:1.2|. Procedure: 200 g of dimethyl itaconate are dissolved, together with 5.9 g of sodium methoxide, in 650 ml of methanol and the solution is left to stand for four days. The solution is then acidified with acetic acid and fractionally distilled. 240 g (83.4% of the theoretical yield) of dimethyl 2-methoxymethylsuccinate are obtained, at a boiling range of from 109° to 112° C. After the ester has been hydrolyzed with 2N HCl, the free acid is obtained in a yield of 80.3% of the theoretical yield. The reactants are C(#N)C1=CC=C(C=C1)NC1=NC=C(C(=N1)NCCC)C(=O)OCC (ethyl 2-((4-cyanophenyl)amino)-4-(propylamino)pyrimidine-5-carboxylate), Cl (hydrochloric acid). The solvent is C(C)O (ethanol), O1CCCC1 (tetrahydrofuran), [OH-].[Na+] (sodium hydroxide). Reaction conditions: temperature 50 celsius, time 5 hour. Product: C(#N)C1=CC=C(C=C1)NC1=NC=C(C(=N1)NCCC)C(=O)O (2-((4-cyanophenyl)amino)-4-(propylamino)pyrimidine-5-carboxylic acid). Yield: 89.7%. RXN SMILES: [C:1]([C:3]1[CH:8]=[CH:7][C:6]([NH:9][C:10]2[N:15]=[C:14]([NH:16][CH2:17][CH2:18][CH3:19])[C:13]([C:20]([O:22]CC)=[O:21])=[CH:12][N:11]=2)=[CH:5][CH:4]=1)#[N:2].Cl>C(O)C.O1CCCC1.[OH-].[Na+]>[C:1]([C:3]1[CH:8]=[CH:7][C:6]([NH:9][C:10]2[N:15]=[C:14]([NH:16][CH2:17][CH2:18][CH3:19])[C:13]([C:20]([OH:22])=[O:21])=[CH:12][N:11]=2)=[CH:5][CH:4]=1)#[N:2] |f:4.5|. Procedure: To a solution of ethyl 2-((4-cyanophenyl)amino)-4-(propylamino)pyrimidine-5-carboxylate (C4, 0.90 g) in ethanol (10 mL) and tetrahydrofuran (5 mL), 2.0 mol/L aqueous sodium hydroxide (2.8 mL) was added at room temperature, and the mixture was stirred at 50° C. for 5 hours. The reaction mixture was cooled to room temperature, and then 1.0 mol/L aqueous hydrochloric acid was added to the reaction mixture until the mixture became acidic. The solid matter was taken by filtration, washed with water, ... The reactants are O=C(O)COC1CCC1, CCN(C(C)C)C(C)C, O=C(Cl)C(=O)Cl, ClCCl, N#Cc1ccc2oc(-c3ccc(N)cc3)nc2c1, CN(C)C=O. The product is N#Cc1ccc2oc(-c3ccc(NC(=O)COC4CCC4)cc3)nc2c1. As a reaction SMILES: [CH:1]1([O:5][CH2:6][C:7](=[O:8])[OH:9])[CH2:2][CH2:3][CH2:4]1.[CH:34]([N:35]([CH:36]([CH3:37])[CH3:38])[CH2:39][CH3:40])([CH3:41])[CH3:42].[Cl:10][C:11]([C:12]([Cl:13])=[O:14])=[O:15].[Cl:43][CH2:44][Cl:45].[NH2:16][c:17]1[cH:18][cH:19][c:20](-[c:23]2[o:24][c:25]3[c:26]([n:27]2)[cH:28][c:29]([C:32]#[N:33])[cH:30][cH:31]3)[cH:21][cH:22]1.[O:46]=[CH:47][N:48]([CH3:49])[CH3:50]>>[CH:1]1([O:5][CH2:6][C:7](=[O:9])[NH:16][c:17]2[cH:18][cH:19][c:20](-[c:23]3[o:24][c:25]4[c:26]([n:27]3)[cH:28][c:29]([C:32]#[N:33])[cH:30][cH:31]4)[cH:21][cH:22]2)[CH2:2][CH2:3][CH2:4]1. Reactants: OCCC1(C(N(C(N1)=S)CC1C(C2C(C(C1)C2)(C)C)C)=O)CC2=CC=NC=C2 (5-(2-hydroxy-ethyl)-5-pyridin-4-ylmethyl-2-thioxo-3-((+)-(2,6,6-trimethyl-bicyclo[3.1.1]-hept-3-ylmethyl))-imidazolidin-4-one), C[Si](C)(C)[N-][Si](C)(C)C.[K+] (Potassium bis-(trimethylsilyl)amide), C(#N)C1=CC=C(C(CBr)=O)C=C1 (4-cyanophenacyl bromide). Solvent: C1CCOC1 (THF). Run at temperature 40 celsius, time 1 hour. The product is OCCC1(N=C(N(C1=O)CC1C(C2C(C(C1)C2)(C)C)C)SCC(=O)C2=CC=C(C#N)C=C2)CC2=CC=NC=C2 (4-{[4-(2-Hydroxyethyl)-5-oxo-4-pyridin-4-ylmethyl-l -((+)-(2,6,6-trimethyl-bicyclo[3.1.1]hept-3-ylmethyl))-4,5-dihydro-1H-imidazol-2-ylsulfanyl]-acetyl}-benzonitrile). The yield is 93.8%. RXN SMILES: C[Si]([N-][Si](C)(C)C)(C)C.[K+].[OH:11][CH2:12][CH2:13][C:14]1([CH2:32][C:33]2[CH:38]=[CH:37][N:36]=[CH:35][CH:34]=2)[NH:18][C:17](=[S:19])[N:16]([CH2:20][CH:21]2[CH2:26][CH:25]3[CH2:27][CH:23]([C:24]3([CH3:29])[CH3:28])[CH:22]2[CH3:30])[C:15]1=[O:31].[C:39]([C:41]1[CH:50]=[CH:49][C:44]([C:45](=[O:48])[CH2:46]Br)=[CH:43][CH:42]=1)#[N:40]>C1COCC1>[OH:11][CH2:12][CH2:13][C:14]1([CH2:32][C:33]2[CH:38]=[CH:37][N:36]=[CH:35][CH:34]=2)[C:15](=[O:31])[N:16]([CH2:20][CH:21]2[CH2:26][CH:25]3[CH2:27][CH:23]([C:24]3([CH3:29])[CH3:28])[CH:22]2[CH3:30])[C:17]([S:19][CH2:46][C:45]([C:44]2[CH:49]=[CH:50][C:41]([C:39]#[N:40])=[CH:42][CH:43]=2)=[O:48])=[N:18]1 |f:0.1|. Procedure details: Potassium bis-(trimethylsilyl)amide (286 mg, 1.43 mMol) was dissolved in anhydrous THF (20 mL) under an atmosphere of dry N2. The mixture was cooled to 40° C. and then 5-(2-hydroxy-ethyl)-5-pyridin-4-ylmethyl-2-thioxo-3-((+)-(2,6,6-trimethyl-bicyclo[3.1.1]-hept-3-ylmethyl))-imidazolidin-4-one (548 mg, 1.37 mMol) was added. The mixture was warmed to ambient temperature and 4-cyanophenacyl bromide (350 mg, 1.43 mMol) was added. The reaction mixture was stirred for one hour after which time it was ... Starting materials: P(=O)([O-])([O-])[O-].[K+].[K+].[K+] (potassium phosphate), COC1=C(C=CC=C1)NC1=C(C=CC(=N1)C=1C=C(C=CC1)O)[N+](=O)[O-] (3-(6-(2-Methoxyphenylamino)-5-nitropyridin-2-yl)phenol), 1,1′-(bis(di-tertbutyl)phosphine)ferrocene, ClC1=CC=C(C(=N1)NC1=C(C=CC=C1)OC)[N+](=O)[O-] (6-Chloro-N-(2-methoxy-phenyl)-3-nitropyridin-2-amine), OC=1C=C(C=CC1)B(O)O (3-hydroxyphenylboronic acid). Reagents/catalysts: C(C)(=O)[O-].[Pd+2].C(C)(=O)[O-] (palladium (II) acetate). Run in O1CCOCC1 (dioxane). Reaction conditions: temperature 98 celsius. Yields the product OC=1C=C(C=CC1)C1=CC=C2C(=N1)N(C(N2)=O)C2=C(C=CC=C2)OC (5-(3-HYDROXYPHENYL)-3-(2-METHOXYPHENYL)-1H-IMIDAZO[4,5-B]PYRIDIN-2(3H)-ONE). Yield: 59.0%. Reaction SMILES: [CH3:1][O:2][C:3]1[CH:8]=[CH:7][CH:6]=[CH:5][C:4]=1[NH:9][C:10]1[N:15]=[C:14]([C:16]2[CH:17]=[C:18]([OH:22])[CH:19]=[CH:20][CH:21]=2)[CH:13]=[CH:12][C:11]=1[N+:23]([O-])=O.ClC1N=C(NC2C=CC=C[C:35]=2[O:40]C)C([N+]([O-])=O)=CC=1.OC1C=C(B(O)O)C=CC=1.P([O-])([O-])([O-])=O.[K+].[K+].[K+]>O1CCOCC1.C([O-])(=O)C.[Pd+2].C([O-])(=O)C>[OH:22][C:18]1[CH:17]=[C:16]([C:14]2[N:15]=[C:10]3[N:9]([C:4]4[CH:5]=[CH:6][CH:7]=[CH:8][C:3]=4[O:2][CH3:1])[C:35](=[O:40])[NH:23][C:11]3=[CH:12][CH:13]=2)[CH:21]=[CH:20][CH:19]=1 |f:3.4.5.6,8.9.10|. Reported procedure: 3-(6-(2-Methoxyphenylamino)-5-nitropyridin-2-yl)phenol. 6-Chloro-N-(2-methoxy-phenyl)-3-nitropyridin-2-amine (2.03 g, 7.27 mmol), 3-hydroxyphenylboronic acid (1.50 g, 10.90 mmol), palladium (II) acetate (0.489 g, 0.727 mmol), 1,1′-(bis(di-tertbutyl)phosphine)ferrocene (0.344 g, 0.727 mmol) and potassium phosphate (4.62 g, 21.81 mmol) were combined in dioxane and heated to 98° C. under nitrogen conditions for 16 h. Upon consumption consumption of starting material (monitored by TLC), the reaction... Reactants: CC(=O)N1CCCC(C=O)(Cc2ccc(C)cc2)C1, O=C([O-])[O-], C1CCOC1, COc1ccccc1[P+](C)(c1ccccc1)c1ccccc1, C[Si](C)(C)[N-][Si](C)(C)C, [Cl-], Cl, [K+], [K+], [Li+], N#N. Yields the product CC(=O)N1CCCC(CC=O)(Cc2ccc(C)cc2)C1. RXN SMILES: [C:36]([CH3:37])(=[O:38])[N:39]1[CH2:40][C:41]([CH:45]=[O:46])([CH2:47][c:48]2[cH:49][cH:50][c:51]([CH3:54])[cH:52][cH:53]2)[CH2:42][CH2:43][CH2:44]1.[C:55](=[O:56])([O-:57])[O-:58].[CH2:61]1[O:62][CH2:63][CH2:64][CH2:65]1.[CH3:14][O:15][c:16]1[cH:17][cH:18][cH:19][cH:20][c:21]1[P+:22]([CH3:23])([c:24]1[cH:25][cH:26][cH:27][cH:28][cH:29]1)[c:30]1[cH:31][cH:32][cH:33][cH:34][cH:35]1.[CH3:3][Si:4]([N-:5][Si:6]([CH3:7])([CH3:8])[CH3:9])([CH3:10])[CH3:11].[Cl-:13].[ClH:66].[K+:59].[K+:60].[Li+:12].[N:1]#[N:2]>>[CH:14](=[O:15])[CH2:45][C:41]1([CH2:47][c:48]2[cH:49][cH:50][c:51]([CH3:54])[cH:52][cH:53]2)[CH2:40][N:39]([C:36]([CH3:37])=[O:38])[CH2:44][CH2:43][CH2:42]1. Reactants: solution, Cl (hydrochloric acid), COC1=CC=C(C(=O)NC2=NN(C3=C2N=C(S3)C(NC(C)(C3=CC=CC=C3)C)=O)C(=O)OC(C)(C)C)C=C1 (tert-butyl 3-(4-methoxybenzoylamino)-5-(1-methyl-1-phenylethylcarbamoyl)-1H-pyrazolo[4,3-d]thiazole-1-carboxylate), solution, Cl (hydrochloric acid), [Cl-].[Na+] (sodium chloride). The solvent is O1CCOCC1 (dioxane), C(C)O (ethanol), O1CCOCC1 (dioxane). Run at temperature 25 celsius, time 15 hour. The product is CC(C)(C1=CC=CC=C1)NC(=O)C=1SC2=C(N1)C(=NN2)NC(C2=CC=C(C=C2)OC)=O (N-(1-methyl-1-phenylethyl)-3-(4-methoxybenzoylamino)-1-H-pyrazolo[4,3-d]thiazole-5-carboxamide). The yield is 76.3%. As a reaction SMILES: [CH3:1][O:2][C:3]1[CH:38]=[CH:37][C:6]([C:7]([NH:9][C:10]2[C:14]3[N:15]=[C:16]([C:18](=[O:29])[NH:19][C:20]([CH3:28])([C:22]4[CH:27]=[CH:26][CH:25]=[CH:24][CH:23]=4)[CH3:21])[S:17][C:13]=3[N:12](C(OC(C)(C)C)=O)[N:11]=2)=[O:8])=[CH:5][CH:4]=1.Cl.[Cl-].[Na+]>C(O)C.O1CCOCC1>[CH3:28][C:20]([NH:19][C:18]([C:16]1[S:17][C:13]2[NH:12][N:11]=[C:10]([NH:9][C:7](=[O:8])[C:6]3[CH:5]=[CH:4][C:3]([O:2][CH3:1])=[CH:38][CH:37]=3)[C:14]=2[N:15]=1)=[O:29])([C:22]1[CH:27]=[CH:26][CH:25]=[CH:24][CH:23]=1)[CH3:21] |f:2.3|. Reported procedure: 0.16 g (0.31 mmol) of tert-butyl 3-(4-methoxybenzoylamino)-5-(1-methyl-1-phenylethylcarbamoyl)-1H-pyrazolo[4,3-d]thiazole-1-carboxylate dissolved in 7 ml of ethanol is placed in a 100 ml round-bottomed flask. 1.5 ml (6.0 mmol) of a 4M solution of hydrochloric acid in dioxane are then added and the reaction mixture is stirred for 15 hours at 25° C. A further 1.5 ml (6.0 mmol) of 4M solution of hydrochloric acid in dioxane are added and the mixture is stirred for 15 hours at 25° C. The reaction me...